Dataset: the Open Reaction Database (ORD), a public repository of structured organic reaction records. Task: describe an organic reaction: reactants, conditions, products, and yield The reactants are N1=C(C=NC=C1)C=1N=CSC1N (4-(pyrazin-2-yl)thiazol-5-amine), Cl.C1=NC=CC2=C(C=CC=C12)CC(=O)O (2-(isoquinolin-5-yl)acetic acid hydrochloride). Product: C1=NC=CC2=C(C=CC=C12)CC(=O)NC1=C(N=CS1)C1=NC=CN=C1 (2-(Isoquinolin-5-yl)-N-(4-(pyrazin-2-yl)thiazol-5-yl)acetamide). Reaction SMILES: [N:1]1[CH:6]=[CH:5][N:4]=[CH:3][C:2]=1[C:7]1[N:8]=[CH:9][S:10][C:11]=1[NH2:12].Cl.[CH:14]1[C:23]2[C:18](=[C:19]([CH2:24][C:25](O)=[O:26])[CH:20]=[CH:21][CH:22]=2)[CH:17]=[CH:16][N:15]=1>>[CH:14]1[C:23]2[C:18](=[C:19]([CH2:24][C:25]([NH:12][C:11]3[S:10][CH:9]=[N:8][C:7]=3[C:2]3[CH:3]=[N:4][CH:5]=[CH:6][N:1]=3)=[O:26])[CH:20]=[CH:21][CH:22]=2)[CH:17]=[CH:16][N:15]=1 |f:1.2|. Procedure: The crude 4-(pyrazin-2-yl)thiazol-5-amine was coupled with 2-(isoquinolin-5-yl)acetic acid hydrochloride using procedure A and was purified by HPLC purified to afford desired material as a white trifluoroacetic acid salt (107 mg). Method [8]: rt=3.71 min; 1H NMR (CDCl3) δ12.16 (s, 1H), 9.80 (s, 1H), 9.48 (d, J=1.2 Hz, 1H), 8.64 (d, J=6.4 Hz, 1H), 8.47 (s, 1H), 8.45 (d, J=2.7 Hz, 1H), 8.39 (d, J=8.5 Hz, 1H), 8.31 (d, J=6.5 Hz, 1H), 8.15 (d, J=7.2 Hz, 1H), 8.10-7.98 (m, 2H), 4.45 (s, 2H); MH+ 348.... Starting materials: CC(C#N)(O)C (Acetone cyanohydrin), solution, N (NH3), C(=O)([O-])[O-].[Na+].[Na+] (Na2CO3), ClC(=O)OOCC1=CC=CC=C1 (benzyloxy chloroformate). Solvent: CO (methanol), C(C)(=O)OCC (Ethyl acetate). Conditions: temperature 10 celsius, time 4 day. Product: C(#N)C(C)(C)NC(OCC1=CC=CC=C1)=O (Benzyl 2-cyanopropan-2-ylcarbamate). RXN SMILES: [CH3:1][C:2]([CH3:6])(O)[C:3]#[N:4].[NH3:7].[C:8]([O-:11])([O-])=[O:9].[Na+].[Na+].ClC(OO[CH2:19][C:20]1[CH:25]=[CH:24][CH:23]=[CH:22][CH:21]=1)=O>CO.C(OCC)(=O)C>[C:3]([C:2]([NH:7][C:8](=[O:9])[O:11][CH2:19][C:20]1[CH:25]=[CH:24][CH:23]=[CH:22][CH:21]=1)([CH3:6])[CH3:1])#[N:4] |f:2.3.4|. Procedure details: Acetone cyanohydrin (17 grams, 200 mmol) was added to 400 mL of a 2M solution of NH3 in methanol and the resulting mixture stirred under N2 for 4 days. The solvent was removed in vacuo and the remaining residue dissolved in 250 mL of H2O. After cooling to 10° C., the solution was treated with Na2CO3 (21 grams, 200 mmol) and 95% benzyloxy chloroformate (33 mL, 230 mmol) and stirring continued overnight. Ethyl acetate was added and the mixture transferred to a seperatory funnel. The aqueous layer ... As a reaction SMILES: [ClH:1].[F:2][C:3]1[CH:28]=[CH:27][C:6]2[O:7][CH:8]=[C:9]([CH2:10][CH2:11][CH2:12][N:13]3[CH2:18][CH2:17][N:16]([C:19]4[C:24]([O:25][CH3:26])=[CH:23]C=[CH:21][N:20]=4)[CH2:15][CH2:14]3)[C:5]=2[CH:4]=1.S(OCCCC1C2C=C(F)C=CC=2OC=1)(C1C=CC(C)=CC=1)(=O)=O.COC1C(N2CCNCC2)=[N:57]C=NC=1>>[ClH:1].[F:2][C:3]1[CH:28]=[CH:27][C:6]2[O:7][CH:8]=[C:9]([CH2:10][CH2:11][CH2:12][N:13]3[CH2:14][CH2:15][N:16]([C:19]4[C:24]([O:25][CH3:26])=[CH:23][N:57]=[CH:21][N:20]=4)[CH2:17][CH2:18]3)[C:5]=2[CH:4]=1 |f:0.1,4.5|. Procedure: The title compound was prepared (0.31 g, 87%, mp 196°-198° C.) in a manner analogous to the preparation of 1-[3-(5-fluorobenzo[b]furan-3-yl)propyl]-4-(3-methoxy-2-pyridinyl)piperazine hydrochloride (Example 20) by the reaction of 5-fluoro-3-benzo[b]furanpropanol tosylate with 1-(5-methoxy-4-pyrimidinyl)piperazine. Reactants: Cl.FC1=CC2=C(OC=C2CCCN2CCN(CC2)C2=NC=CC=C2OC)C=C1 (1-[3-(5-fluorobenzo[b]furan-3-yl)propyl]-4-(3-methoxy-2-pyridinyl)piperazine hydrochloride), S(=O)(=O)(C1=CC=C(C)C=C1)OCCCC=1C2=C(OC1)C=CC(=C2)F (5-fluoro-3-benzo[b]furanpropanol tosylate), COC=1C(=NC=NC1)N1CCNCC1 (1-(5-methoxy-4-pyrimidinyl)piperazine). Product: Cl.FC1=CC2=C(OC=C2CCCN2CCN(CC2)C2=NC=NC=C2OC)C=C1 (1-[3-(5-fluorobenzo[b]furan-3-yl)propyl]-4-(5-methoxy-4-pyrimidinyl)piperazine hydrochloride). The reactants are CC=1NC=C(N1)C1=CC=CC=C1 (2-methyl-4-phenyl-imidazole), [N+](=O)([O-])[O-].[NH4+] (ammonium nitrate). Solvent: S(O)(O)(=O)=O (sulphuric acid). The product is CC=1NC=C(N1)C1=CC=C(C=C1)[N+](=O)[O-] (2-methyl-4-(4-nitro-phenyl)-imidazole). RXN SMILES: [CH3:1][C:2]1[NH:3][CH:4]=[C:5]([C:7]2[CH:12]=[CH:11][CH:10]=[CH:9][CH:8]=2)[N:6]=1.[N+:13]([O-])([O-:15])=[O:14].[NH4+]>S(=O)(=O)(O)O>[CH3:1][C:2]1[NH:3][CH:4]=[C:5]([C:7]2[CH:8]=[CH:9][C:10]([N+:13]([O-:15])=[O:14])=[CH:11][CH:12]=2)[N:6]=1 |f:1.2|. Reported procedure: Prepared by nitrogenation of 2-methyl-4-phenyl-imidazole (melting point: 154-156° C.)) in concentrated sulphuric acid with ammonium nitrate analogously to Example D. Reactants: C(CCC)[Li] (n-butyllithium), BrC=1C=C2C(C3(CC3)C(OC2=CC1)(C)C)=O (6-bromo-2,2-dimethyl-4H-spiro[chromene-3,1′-cyclopropan]-4-one). The reagents and catalysts are [Br-].C[P+](C1=CC=CC=C1)(C1=CC=CC=C1)C1=CC=CC=C1 (methyl(triphenyl)phosphonium bromide). The solvent is O1CCCC1 (tetrahydrofuran). Run at temperature 0 celsius, time 1 hour. Product: BrC=1C=C2C(C3(CC3)C(OC2=CC1)(C)C)=C (6-bromo-2,2-dimethyl-4-methylene-4H-spiro[chromene-3,1′-cyclopropane]). Yield: 95.0%. Reaction SMILES: [CH2:1]([Li])CCC.[Br:6][C:7]1[CH:8]=[C:9]2[C:16](=[CH:17][CH:18]=1)[O:15][C:14]([CH3:20])([CH3:19])[C:11]1([CH2:13][CH2:12]1)[C:10]2=O>[Br-].C[P+](C1C=CC=CC=1)(C1C=CC=CC=1)C1C=CC=CC=1.O1CCCC1>[Br:6][C:7]1[CH:8]=[C:9]2[C:16](=[CH:17][CH:18]=1)[O:15][C:14]([CH3:20])([CH3:19])[C:11]1([CH2:13][CH2:12]1)[C:10]2=[CH2:1] |f:2.3|. Procedure details: To a suspension of methyl(triphenyl)phosphonium bromide (20.8 g, 58.2 mmol) in tetrahydrofuran (168 ml) was added n-butyllithium (2.69 M solution in hexane, 21.6 ml, 58.2 mmol) under dry ice-acetone bath cooling and argon atmosphere. The mixture was stirred for 1 hour at 0° C. To the mixture was added 6-bromo-2,2-dimethyl-4H-spiro[chromene-3,1′-cyclopropan]-4-one (8.18 g, 29 mmol). The mixture was stirred for 1 hour at 0° C. The reaction was quenched by adding water and extracted with ethyl acet... The reactants are ClC1=NC(=NC=C1C(=O)OCC)SC (ethyl 4-chloro-2-(methylthio)pyrimidine-5-carboxylate), C(C)N (ethylamine). Solvent: CC#N (CH3CN). Conditions: time 8 hour. Yields the product C(C)NC1=NC(=NC=C1C(=O)OCC)SC (ethyl 4-(ethylamino)-2-(methylthio)pyrimidine-5-carboxylate). The yield is 98.5%. As a reaction SMILES: Cl[C:2]1[C:7]([C:8]([O:10][CH2:11][CH3:12])=[O:9])=[CH:6][N:5]=[C:4]([S:13][CH3:14])[N:3]=1.[CH2:15]([NH2:17])[CH3:16]>CC#N>[CH2:15]([NH:17][C:2]1[C:7]([C:8]([O:10][CH2:11][CH3:12])=[O:9])=[CH:6][N:5]=[C:4]([S:13][CH3:14])[N:3]=1)[CH3:16]. Procedure: To a 0° C. solution of ethyl 4-chloro-2-(methylthio)pyrimidine-5-carboxylate (19 g, 82 mmol) in CH3CN (100 mL) was added a solution of aqueous ethylamine (70%, 8.1 g, 126 mmol). The resulting mixture was stirred at RT for 8 h. The organic solution was removed under reduced pressure, and the residue was partitioned between EtOAc and H2O. The aqueous layer was extracted with ethyl acetate (3×30 mL) and the combined organics were washed with brine, dried (MgSO4) and concentrated to give ethyl 4-(et... The reactants are BrC1=CC=2N=CN(C(C2S1)=O)C1=CC(=C(OCC(C)(O)C)C=C1)OC (1-(4-(6-bromo-4-oxo-thieno[3,2-d]pyrimidin-3(4H)-yl)-2-methoxyphenoxy)-2-methyl-2-propanol), ClC1=C(C=CC(=C1)Cl)B(O)O (2,4-dichlorobenzeneboronic acid), C(=O)([O-])[O-].[Na+].[Na+] (Na2CO3), N#N (N2). Reagents/catalysts: C=1C=CC(=CC1)[P](C=2C=CC=CC2)(C=3C=CC=CC3)[Pd]([P](C=4C=CC=CC4)(C=5C=CC=CC5)C=6C=CC=CC6)([P](C=7C=CC=CC7)(C=8C=CC=CC8)C=9C=CC=CC9)[P](C=1C=CC=CC1)(C=1C=CC=CC1)C=1C=CC=CC1 (tetrakis(triphenylphosphine)palladium). Reaction conditions: temperature 110 celsius. Yields the product ClC1=C(C=CC(=C1)Cl)C1=CC=2N=CN(C(C2S1)=O)C1=CC(=C(OCC(C)(O)C)C=C1)OC (1-(4-(6-(2,4-dichlorophenyl)-4-oxo-thieno[3,2-d]pyrimidin-3(4H)-yl)-2-methoxyphenoxy)-2-methyl-2-propanol). The yield is 69.5%. RXN SMILES: Br[C:2]1[S:10][C:9]2[C:8](=[O:11])[N:7]([C:12]3[CH:23]=[CH:22][C:15]([O:16][CH2:17][C:18]([CH3:21])([OH:20])[CH3:19])=[C:14]([O:24][CH3:25])[CH:13]=3)[CH:6]=[N:5][C:4]=2[CH:3]=1.[Cl:26][C:27]1[CH:32]=[C:31]([Cl:33])[CH:30]=[CH:29][C:28]=1B(O)O.C([O-])([O-])=O.[Na+].[Na+].N#N>C1C=CC([P]([Pd]([P](C2C=CC=CC=2)(C2C=CC=CC=2)C2C=CC=CC=2)([P](C2C=CC=CC=2)(C2C=CC=CC=2)C2C=CC=CC=2)[P](C2C=CC=CC=2)(C2C=CC=CC=2)C2C=CC=CC=2)(C2C=CC=CC=2)C2C=CC=CC=2)=CC=1>[Cl:26][C:27]1[CH:32]=[C:31]([Cl:33])[CH:30]=[CH:29][C:28]=1[C:2]1[S:10][C:9]2[C:8](=[O:11])[N:7]([C:12]3[CH:23]=[CH:22][C:15]([O:16][CH2:17][C:18]([CH3:21])([OH:20])[CH3:19])=[C:14]([O:24][CH3:25])[CH:13]=3)[CH:6]=[N:5][C:4]=2[CH:3]=1 |f:2.3.4,^1:48,50,69,88|. Reported procedure: A mixture of 1-(4-(6-bromo-4-oxo-thieno[3,2-d]pyrimidin-3(4H)-yl)-2-methoxyphenoxy)-2-methyl-2-propanol (50 mg, 0.12 mmol), 2,4-dichlorobenzeneboronic acid (21 mg, 0.18 mmol), Na2CO3 (31 mg, 0.29 mmol), tetrakis(triphenylphosphine)palladium (10 mg, 0.0088 mmol), N2-degassed dioxane (1 mL) and N2-degassed water (0.5 mL) was heated in a 110° C. bath for 30 min. The mixture, upon cooling, was poured into half-saturated NaHCO3 (3 mL). The mixture was extracted with CH2Cl2 (2×5 mL). The combined orga... The reactants are CCOC(=O)c1c(-c2ccc(-c3ccccn3)c(OC)c2)nn2ccccc12, [Na+], [Na+], O=C([O-])[O-], O=S(=O)(O)O. The product is COc1cc(-c2cc3ccccn3n2)ccc1-c1ccccn1. RXN SMILES: [CH3:1][O:2][c:3]1[cH:4][c:5](-[c:15]2[n:16][n:17]3[c:18]([cH:19][cH:20][cH:21][cH:22]3)[c:23]2[C:24]([O:25][CH2:26][CH3:27])=[O:28])[cH:6][cH:7][c:8]1-[c:9]1[n:10][cH:11][cH:12][cH:13][cH:14]1.[Na+:34].[Na+:35].[O-:36][C:37](=[O:38])[O-:39].[S:29](=[O:30])(=[O:31])([OH:32])[OH:33]>>[CH3:1][O:2][c:3]1[cH:4][c:5](-[c:15]2[n:16][n:17]3[c:18]([cH:19][cH:20][cH:21][cH:22]3)[cH:23]2)[cH:6][cH:7][c:8]1-[c:9]1[n:10][cH:11][cH:12][cH:13][cH:14]1. Reactants: water ice, COC1=CC=C(C=C1)C=1OCC(N1)(C)C (2-(4-methoxy-phenyl)-4,4-dimethyl-4,5-dihydro-oxazole), [Li] (lithium), N#N (N2), C(CCC)[Li] (n-butyl lithium), C(CC)(=O)Cl (propanoyl chloride). Reagents/catalysts: [Cl-].[Cl-].[Zn+2] (ZnCl2), C(C)(=O)[O-].[Pd+2].C(C)(=O)[O-] (palladium acetate), C1(=CC=CC=C1)P(C1=CC=CC=C1)C1=CC=CC=C1 (triphenylphosphine). Solvent: C(C)OCC (ethyl ether), CCCCCC (hexane), C(C)OCC (ethyl ether). Reaction conditions: temperature 0 celsius, time 1.5 hour. The product is CC1(N=C(OC1)C1=C(C=C(C=C1)OC)C(CC)=O)C (1-[2-(4,4-Dimethyl-4,5-dihydro-oxazol-2-yl)-5-methoxy-phenyl]-propan-1-one). Yield: 115.3%. RXN SMILES: [CH3:1][O:2][C:3]1[CH:8]=[CH:7][C:6]([C:9]2[O:10][CH2:11][C:12]([CH3:15])([CH3:14])[N:13]=2)=[CH:5][CH:4]=1.N#N.C([Li])CCC.[Li].[C:24](Cl)(=[O:27])[CH2:25][CH3:26]>C(OCC)C.CCCCCC.[Cl-].[Cl-].[Zn+2].C([O-])(=O)C.[Pd+2].C([O-])(=O)C.C1(P(C2C=CC=CC=2)C2C=CC=CC=2)C=CC=CC=1>[CH3:14][C:12]1([CH3:15])[CH2:11][O:10][C:9]([C:6]2[CH:5]=[CH:4][C:3]([O:2][CH3:1])=[CH:8][C:7]=2[C:24](=[O:27])[CH2:25][CH3:26])=[N:13]1 |f:7.8.9,10.11.12,^1:22|. Reported procedure: A solution of 2-(4-methoxy-phenyl)-4,4-dimethyl-4,5-dihydro-oxazole (4.5 g, 21.9 mmoles), prepared as described in example 1, in dry ethyl ether (90 ml), under stirring and N2 at 0° C., was added with 2.5M n-butyl lithium (9.6 ml, 24.1 mmoles) in hexane. The reaction went on for 4 hours. In another flask a suspension of ZnCl2 (4.48 g, 33 mmoles) in dry ethyl ether (60 ml) was prepared and, at 0° C., dropwise added with the solution of the lithium derivative. At the end of the addition, the mixtu... Starting materials: ClC=1C=C2C(=C(C(=NC2=CC1)OS(=O)(=O)C(F)(F)F)C(=O)OC(C)(C)C)C1=CC=CC=C1 (tert-butyl 6-chloro-4-phenyl-2-(trifluoromethylsulfonyloxy)quinoline-3-carboxylate), CNCCO (2-(methylamino)ethanol), solid. Product: C(C)(C)(C)OC(=O)C=1C(=NC2=CC=C(C=C2C1C1=CC=CC=C1)Cl)N(C)CCO (6-Chloro-2-[(2-hydroxy-ethyl)-methyl-amino]-4-phenyl-quinoline-3-carboxylic acid tert-butyl ester). RXN SMILES: [Cl:1][C:2]1[CH:3]=[C:4]2[C:9](=[CH:10][CH:11]=1)[N:8]=[C:7](OS(C(F)(F)F)(=O)=O)[C:6]([C:20]([O:22][C:23]([CH3:26])([CH3:25])[CH3:24])=[O:21])=[C:5]2[C:27]1[CH:32]=[CH:31][CH:30]=[CH:29][CH:28]=1.[CH3:33][NH:34][CH2:35][CH2:36][OH:37]>>[C:23]([O:22][C:20]([C:6]1[C:7]([N:34]([CH2:35][CH2:36][OH:37])[CH3:33])=[N:8][C:9]2[C:4]([C:5]=1[C:27]1[CH:28]=[CH:29][CH:30]=[CH:31][CH:32]=1)=[CH:3][C:2]([Cl:1])=[CH:11][CH:10]=2)=[O:21])([CH3:26])([CH3:25])[CH3:24]. Reported procedure: The title compound was prepared in analogy to example 92 step A from tert-butyl 6-chloro-4-phenyl-2-(trifluoromethylsulfonyloxy)quinoline-3-carboxylate (prepared in analogy to example 91 step A to C, 100 mg, 0.21 mmol) and 2-(methylamino)ethanol (0.164 ml, 2.05 mmol). Pale yellow solid (65 mg, 77%). MS (ESI): 413 (M+H)+.